From a dataset of the Open Reaction Database (ORD), a public repository of structured organic reaction records. describe an organic reaction: reactants, conditions, products, and yield Starting materials: C(C)OC(=O)C1(OC1)CCCCOC1=CC(=CC=C1)C(F)(F)F (2-[4-(3-trifluoromethylphenoxy)butyl]oxirane-2-carboxylic acid ethyl ester), [OH-].[Na+] (sodium hydroxide). The solvent is O1CCCC1 (tetrahydrofuran). Yields the product FC(C=1C=C(OCCCCC2(OC2)C(=O)[O-])C=CC1)(F)F.[Na+] (Sodium 2-[4-(3-trifluoromethylphenoxy)butyl]oxirane-2-carboxylate). As a reaction SMILES: C([O:3][C:4]([C:6]1([CH2:9][CH2:10][CH2:11][CH2:12][O:13][C:14]2[CH:19]=[CH:18][CH:17]=[C:16]([C:20]([F:23])([F:22])[F:21])[CH:15]=2)[CH2:8][O:7]1)=[O:5])C.[OH-].[Na+:25]>O1CCCC1>[F:22][C:20]([F:21])([F:23])[C:16]1[CH:15]=[C:14]([CH:19]=[CH:18][CH:17]=1)[O:13][CH2:12][CH2:11][CH2:10][CH2:9][C:6]1([C:4]([O-:5])=[O:3])[CH2:8][O:7]1.[Na+:25] |f:1.2,4.5|. Procedure: 4.0 g of 2-[4-(3-trifluoromethylphenoxy)butyl]oxirane-2-carboxylic acid ethyl ester, 12 ml of 1 N sodium hydroxide solution and 16 ml of tetrahydrofuran are stirred for 2 hours at room temperature. The solution which has formed is concentrated to one half of its volume in vacuo and is then extracted 2 times with 50 ml of diethyl ether each time. On standing a precipitate crystallizes out of the aqueous solution, which is filtered off and washed with little water and diethyl ether. 2.44 g of the ... The reactants are C(C)(=O)[O-].[NH4+] (ammonium acetate), COCCCOC1=C(C(=NC=C1)CSC1=NC2=C(N1)C=CC=C2)C (2-{[4-(3-Methoxypropoxy)-3-methylpyridin-2-yl]methylthio}-1H-benzimidazole), ClN1C(CCC1=O)=O (N-chlorosuccinimide), [Cl-].[Na+] (sodium chloride), aqueous solution, S(=S)(=O)([O-])[O-].[Na+].[Na+] (sodium thiosulfate), aqueous solution, [OH-].[Na+] (sodium hydroxide), Compound I. Solvent: O (water), CN(C=O)C (N,N-dimethylformamide), CN(C=O)C (N,N-dimethylformamide), C(C)(=O)OCC (ethyl acetate). Run at time 2 minute. The product is COCCCOC1=C(C(=NC=C1)CS(=O)C1=NC2=C(N1)C=CC=C2)C (2-{[4-(3-Methoxypropoxy)-3-methylpyridin-2-yl]methylsulfinyl}-1H-benzimidazole). The yield is 90.6%. RXN SMILES: [CH3:1][O:2][CH2:3][CH2:4][CH2:5][O:6][C:7]1[CH:12]=[CH:11][N:10]=[C:9]([CH2:13][S:14][C:15]2[NH:19][C:18]3[CH:20]=[CH:21][CH:22]=[CH:23][C:17]=3[N:16]=2)[C:8]=1[CH3:24].[OH-].[Na+].ClN1C(=[O:33])CCC1=O.S([O-])([O-])(=O)=S.[Na+].[Na+].C([O-])(=O)C.[NH4+].[Cl-].[Na+]>CN(C)C=O.O.C(OCC)(=O)C>[CH3:1][O:2][CH2:3][CH2:4][CH2:5][O:6][C:7]1[CH:12]=[CH:11][N:10]=[C:9]([CH2:13][S:14]([C:15]2[NH:16][C:17]3[CH:23]=[CH:22][CH:21]=[CH:20][C:18]=3[N:19]=2)=[O:33])[C:8]=1[CH3:24] |f:1.2,4.5.6,7.8,9.10|. Reported procedure: 2-{[4-(3-Methoxypropoxy)-3-methylpyridin-2-yl]methylthio}-1H-benzimidazole (5.0 g 14.6 mmol; referred to as Compound I hereinafter) was dissolved in 20 ml of N,N-dimethylformamide, followed by the addition of a 2N aqueous solution of sodium hydroxide (18 ml). A solution (10 ml) of N-chlorosuccinimide (2.71 g, 20.3 mmol) in N,N-dimethylformamide was added dropwise to the solution at −20° C. to −10° C. The reaction mixture was reacted at −15° C. to −7° C. for 1.5 hr. To the reaction mixture was ad... Procedure details: 408 mg. of 3-(1-methyl-1H-tetrazol-5-ylsulfinyl)propionic acid and 7-amino-3-(1H-1,2,3-triazol-5-ylthiomethyl)-3-cephem-4-carboxylic acid were reacted in the same manner as described in Example 28 and 120 mg. of 7-[3-(1-methyl-1H-tetrazol-5-ylsulfinyl)propionamido]-3-(1H-1,2,3-triazol-5-ylthiomethyl)-3-cephem-4-carboxylic acid were obtained. Product: CN1N=NN=C1S(=O)CCC(=O)NC1[C@@H]2N(C(=C(CS2)CSC2=CN=NN2)C(=O)O)C1=O (7-[3-(1-methyl-1H-tetrazol-5-ylsulfinyl)propionamido]-3-(1H-1,2,3-triazol-5-ylthiomethyl)-3-cephem-4-carboxylic acid). Reactants: CN1N=NN=C1S(=O)CCC(=O)O (3-(1-methyl-1H-tetrazol-5-ylsulfinyl)propionic acid), NC1[C@@H]2N(C(=C(CS2)CSC2=CN=NN2)C(=O)O)C1=O (7-amino-3-(1H-1,2,3-triazol-5-ylthiomethyl)-3-cephem-4-carboxylic acid). RXN SMILES: [CH3:1][N:2]1[C:6]([S:7]([CH2:9][CH2:10][C:11]([OH:13])=O)=[O:8])=[N:5][N:4]=[N:3]1.[NH2:14][CH:15]1[C:32](=[O:33])[N:17]2[C:18]([C:29]([OH:31])=[O:30])=[C:19]([CH2:22][S:23][C:24]3[NH:28][N:27]=[N:26][CH:25]=3)[CH2:20][S:21][C@H:16]12>>[CH3:1][N:2]1[C:6]([S:7]([CH2:9][CH2:10][C:11]([NH:14][CH:15]2[C:32](=[O:33])[N:17]3[C:18]([C:29]([OH:31])=[O:30])=[C:19]([CH2:22][S:23][C:24]4[NH:28][N:27]=[N:26][CH:25]=4)[CH2:20][S:21][C@H:16]23)=[O:13])=[O:8])=[N:5][N:4]=[N:3]1. The reactants are OCc1cn(Cc2ccc(Cl)c(Cl)c2)nn1, ClCCl, [Na+], O=C([O-])O, O, BrP(Br)Br. The product is Clc1ccc(Cn2cc(CBr)nn2)cc1Cl. As a reaction SMILES: [Cl:1][c:2]1[cH:3][c:4]([CH2:9][n:10]2[n:11][n:12][c:13]([CH2:15][OH:16])[cH:14]2)[cH:5][cH:6][c:7]1[Cl:8].[Cl:27][CH2:28][Cl:29].[Na+:26].[O-:22][C:23]([OH:24])=[O:25].[OH2:21].[P:17]([Br:18])([Br:19])[Br:20]>>[Cl:1][c:2]1[cH:3][c:4]([CH2:9][n:10]2[n:11][n:12][c:13]([CH2:15][Br:18])[cH:14]2)[cH:5][cH:6][c:7]1[Cl:8].